From a dataset of the Open Reaction Database (ORD), a public repository of structured organic reaction records. describe an organic reaction: reactants, conditions, products, and yield The reactants are C1CCOC1, CC(C)C[AlH]CC(C)C, Cc1ccccc1, COc1cccc(C(=O)N(C)OC)c1F. Product: COc1cccc(C=O)c1F. As a reaction SMILES: [CH2:32]1[O:33][CH2:34][CH2:35][CH2:36]1.[CH3:16][CH:17]([CH2:18][AlH:19][CH2:20][CH:21]([CH3:22])[CH3:23])[CH3:24].[CH3:25][c:26]1[cH:27][cH:28][cH:29][cH:30][cH:31]1.[F:1][c:2]1[c:3]([C:4](=[O:5])[N:6]([O:7][CH3:8])[CH3:9])[cH:10][cH:11][cH:12][c:13]1[O:14][CH3:15]>>[F:1][c:2]1[c:3]([CH:4]=[O:5])[cH:10][cH:11][cH:12][c:13]1[O:14][CH3:15].